Dataset: the Open Reaction Database (ORD), a public repository of structured organic reaction records. Task: describe an organic reaction: reactants, conditions, products, and yield Starting materials: CC1(C)OB(c2cccc3[nH]ncc23)OC1(C)C, CC(C)(O)C1CCN(Cc2ccc3nc(Cl)nc(N4CCOCC4)c3n2)CC1. Product: CC(C)(O)C1CCN(Cc2ccc3nc(-c4cccc5[nH]ncc45)nc(N4CCOCC4)c3n2)CC1. RXN SMILES: [CH3:29][C:30]1([CH3:31])[C:32]([CH3:33])([CH3:34])[O:35][B:36]([c:37]2[c:38]3[cH:39][n:40][nH:41][c:42]3[cH:43][cH:44][cH:45]2)[O:46]1.[Cl:1][c:2]1[n:3][c:4]([N:23]2[CH2:24][CH2:25][O:26][CH2:27][CH2:28]2)[c:5]2[c:6]([n:7]1)[cH:8][cH:9][c:10]([CH2:12][N:13]1[CH2:14][CH2:15][CH:16]([C:19]([CH3:20])([CH3:21])[OH:22])[CH2:17][CH2:18]1)[n:11]2>>[c:2]1(-[c:37]2[c:38]3[cH:39][n:40][nH:41][c:42]3[cH:43][cH:44][cH:45]2)[n:3][c:4]([N:23]2[CH2:24][CH2:25][O:26][CH2:27][CH2:28]2)[c:5]2[c:6]([n:7]1)[cH:8][cH:9][c:10]([CH2:12][N:13]1[CH2:14][CH2:15][CH:16]([C:19]([CH3:20])([CH3:21])[OH:22])[CH2:17][CH2:18]1)[n:11]2. Reactants: O=C([O-])[O-], COc1ccc(N2CCNCC2)cc1, O=[N+]([O-])c1ccc(Cl)nc1, Cl, Cl, [K+], [K+], CN(C)C=O, O. Product: COc1ccc(N2CCN(c3ccc([N+](=O)[O-])cn3)CC2)cc1. Reaction SMILES: [C:27](=[O:28])([O-:29])[O-:30].[CH3:3][O:4][c:5]1[cH:6][cH:7][c:8]([N:11]2[CH2:12][CH2:13][NH:14][CH2:15][CH2:16]2)[cH:9][cH:10]1.[Cl:17][c:18]1[n:19][cH:20][c:21]([N+:24](=[O:25])[O-:26])[cH:22][cH:23]1.[ClH:1].[ClH:2].[K+:31].[K+:32].[O:33]=[CH:34][N:35]([CH3:36])[CH3:37].[OH2:38]>>[CH3:3][O:4][c:5]1[cH:6][cH:7][c:8]([N:11]2[CH2:12][CH2:13][N:14]([c:18]3[n:19][cH:20][c:21]([N+:24](=[O:25])[O-:26])[cH:22][cH:23]3)[CH2:15][CH2:16]2)[cH:9][cH:10]1. Starting materials: CO, Cl, [Na+], [OH-], COC(=O)c1ccc(-c2cc3ccccc3s2)cc1. Yields the product O=C(O)c1ccc(-c2cc3ccccc3s2)cc1. As a reaction SMILES: [CH3:23][OH:24].[ClH:22].[Na+:2].[OH-:1].[s:3]1[c:4]2[c:5]([cH:6][c:7]1-[c:8]1[cH:9][cH:10][c:11]([C:12](=[O:13])[O:14][CH3:15])[cH:16][cH:17]1)[cH:18][cH:19][cH:20][cH:21]2>>[s:3]1[c:4]2[c:5]([cH:6][c:7]1-[c:8]1[cH:9][cH:10][c:11]([C:12](=[O:13])[OH:14])[cH:16][cH:17]1)[cH:18][cH:19][cH:20][cH:21]2. Reactants: BrC=1C=C(OC2=C(C=C(C=C2C)[N+](=O)[O-])C)C=CC1OC (4-(3-Bromo-4-methoxyphenoxy)-3,5-dimethyinitrobenzene). Reagents/catalysts: [Pd] (palladium on carbon). Run in C(C)(=O)OCC (ethyl acetate). Reaction conditions: time 3 hour. Yields the product BrC=1C=C(OC2=C(C=C(C=C2C)N)C)C=CC1OC (4-(3-Bromo-4-methoxy-phenoxy)-3,5-dimethyl-phenylamine). Yield: 94.0%. RXN SMILES: [Br:1][C:2]1[CH:3]=[C:4]([CH:17]=[CH:18][C:19]=1[O:20][CH3:21])[O:5][C:6]1[C:11]([CH3:12])=[CH:10][C:9]([N+:13]([O-])=O)=[CH:8][C:7]=1[CH3:16]>[Pd].C(OCC)(=O)C>[Br:1][C:2]1[CH:3]=[C:4]([CH:17]=[CH:18][C:19]=1[O:20][CH3:21])[O:5][C:6]1[C:11]([CH3:12])=[CH:10][C:9]([NH2:13])=[CH:8][C:7]=1[CH3:16]. Procedure: A mixture of the title product of Step A (5.0 g) and 10% palladium on carbon (0.6 g) in ethyl acetate (100 ml) was hydrogenated at 50 psi for 3 h. The reaction was filtered through Celite and concentrated to afford the title compound of Step B as a yellow solid (4.3 g). MS (APCl+) Calc: 321; Found 322 (M+1). The reactants are CN1N=CC(=C1)C(C)=O (1-(1-methyl-1H-pyrazol-4-yl)ethanone), S(=O)([O-])[O-].[Na+].[Na+] (sodium sulfite), [Br-].[Br-].[Br-].[NH+]1=CC=CC=C1.[NH+]1=CC=CC=C1.[NH+]1=CC=CC=C1 (pyridinium tribromide). The solvent is ClCCl (dichloromethane), O (water), ClCCl (dichloromethane), C(C)O (ethanol). Reaction conditions: time 3 hour. Product: BrCC(=O)C=1C=NN(C1)C (2-bromo-1-(1-methyl-1H-pyrazol-4-yl)ethanone). Reaction SMILES: [CH3:1][N:2]1[CH:6]=[C:5]([C:7](=[O:9])[CH3:8])[CH:4]=[N:3]1.[Br-:10].[Br-].[Br-].[NH+]1C=CC=CC=1.[NH+]1C=CC=CC=1.[NH+]1C=CC=CC=1.S([O-])([O-])=O.[Na+].[Na+]>ClCCl.C(O)C.O>[Br:10][CH2:8][C:7]([C:5]1[CH:4]=[N:3][N:2]([CH3:1])[CH:6]=1)=[O:9] |f:1.2.3.4.5.6,7.8.9|. Procedure details: A solution of 1-(1-methyl-1H-pyrazol-4-yl)ethanone (28.5 g, 230 mmol) in dichloromethane (400 mL) was diluted with absolute ethanol (100 mL) and treated portion-wise with pyridinium tribromide (95%, 77.3 g, 230 mmol). The reaction was stirred at room temperature for 3 hours, during which time it solidified; the mixture was diluted with dichloromethane (300 mL) and water (400 mL), treated with sodium sulfite (5 g) and stirred for 10 minutes. The organic layer was dried over magnesium sulfate, fil... Reactants: O=C1CCC(=O)N1Br, CCOC(=O)c1ncc2cc(OCc3ccccc3)ccc2c1O, CC#N. The product is CCOC(=O)c1nc(Br)c2cc(OCc3ccccc3)ccc2c1O. Reaction SMILES: [Br:25][N:26]1[C:27](=[O:28])[CH2:29][CH2:30][C:31]1=[O:32].[CH2:1]([CH3:2])[O:3][C:4](=[O:5])[c:6]1[n:7][cH:8][c:9]2[cH:10][c:11]([O:17][CH2:18][c:19]3[cH:20][cH:21][cH:22][cH:23][cH:24]3)[cH:12][cH:13][c:14]2[c:15]1[OH:16].[CH3:33][C:34]#[N:35]>>[CH2:1]([CH3:2])[O:3][C:4](=[O:5])[c:6]1[n:7][c:8]([Br:25])[c:9]2[cH:10][c:11]([O:17][CH2:18][c:19]3[cH:20][cH:21][cH:22][cH:23][cH:24]3)[cH:12][cH:13][c:14]2[c:15]1[OH:16]. Starting materials: ClC=1C=C(C=CC1Cl)C(C)(C)C1=CN=C(N1C1=CC=C(C=C1)F)SCC=1C=CC(=C(C#N)C1)F (5-((5-(2-(3,4-dichlorophenyl)propan-2-yl)-1-(4-fluorophenyl)-1H-imidazol-2-ylthio)methyl)-2-fluorobenzonitrile), C(=O)(C(F)(F)F)O.OS(=O)(=O)O (TFA H2SO4). The product is ClC=1C=C(C=CC1Cl)C(C)(C)C1=CN=C(N1C1=CC=C(C=C1)F)SCC=1C=CC(=C(C(=O)N)C1)F (5-((5-(2-(3,4-Dichlorophenyl)propan-2-yl)-1-(4-fluorophenyl)-1H-imidazol-2-ylthio)methyl)-2-fluorobenzamide). Isolated yield 77.0%. RXN SMILES: [Cl:1][C:2]1[CH:3]=[C:4]([C:9]([C:12]2[N:16]([C:17]3[CH:22]=[CH:21][C:20]([F:23])=[CH:19][CH:18]=3)[C:15]([S:24][CH2:25][C:26]3[CH:27]=[CH:28][C:29]([F:34])=[C:30]([CH:33]=3)[C:31]#[N:32])=[N:14][CH:13]=2)([CH3:11])[CH3:10])[CH:5]=[CH:6][C:7]=1[Cl:8].C(O)(C(F)(F)F)=[O:36].OS(O)(=O)=O>>[Cl:1][C:2]1[CH:3]=[C:4]([C:9]([C:12]2[N:16]([C:17]3[CH:18]=[CH:19][C:20]([F:23])=[CH:21][CH:22]=3)[C:15]([S:24][CH2:25][C:26]3[CH:27]=[CH:28][C:29]([F:34])=[C:30]([CH:33]=3)[C:31]([NH2:32])=[O:36])=[N:14][CH:13]=2)([CH3:11])[CH3:10])[CH:5]=[CH:6][C:7]=1[Cl:8] |f:1.2|. Procedure: A solution of 5-((5-(2-(3,4-dichlorophenyl)propan-2-yl)-1-(4-fluorophenyl)-1H-imidazol-2-ylthio)methyl)-2-fluorobenzonitrile (270 mg, 0.527 mmol) in TFA/H2SO4 (6 mL, 4:1, v/v) was heated at 65° C. for 8 h. The reaction mixture was cooled to room temperature, and the residue was partitioned into DCM and water. The separated organic layer was washed with satd NaHCO3, dried over MgSO4, filtered through Celite™, and concentrated. Purification by flash chromatography (DCM/EtOAc, 1:1) gave the title p...